From a dataset of the Open Reaction Database (ORD), a public repository of structured organic reaction records. describe an organic reaction: reactants, conditions, products, and yield Reactants: O1C=NC=C1C1=CC2=C(N(C=N2)C=2C=C(C=C(C2)N2C=CC=C2)NC(C)=O)C=C1 (N-(3-(5-(oxazol-5-yl)-1H-benzo[d]imidazol-1-yl)-5-(1H-pyrrol-1-yl)phenyl)-acetamide), C1(CC1)S(=O)(=O)Cl (cyclopropane sulfonyl chloride). Yields the product O1C=NC=C1C1=CC2=C(N(C=N2)C=2C=C(C=C(C2)N2C=CC=C2)NS(=O)(=O)C2CC2)C=C1 (N-(3-(5-(oxazol-5-yl)-1H-benzo[d]imidazol-1-yl)-5-(1H-pyrrol-1-yl)phenyl)-cyclopropanesulfonamide). As a reaction SMILES: [O:1]1[C:5]([C:6]2[CH:29]=[CH:28][C:9]3[N:10]([C:13]4[CH:14]=[C:15]([NH:24]C(=O)C)[CH:16]=[C:17]([N:19]5[CH:23]=[CH:22][CH:21]=[CH:20]5)[CH:18]=4)[CH:11]=[N:12][C:8]=3[CH:7]=2)=[CH:4][N:3]=[CH:2]1.[CH:30]1([S:33](Cl)(=[O:35])=[O:34])[CH2:32][CH2:31]1>>[O:1]1[C:5]([C:6]2[CH:29]=[CH:28][C:9]3[N:10]([C:13]4[CH:14]=[C:15]([NH:24][S:33]([CH:30]5[CH2:32][CH2:31]5)(=[O:35])=[O:34])[CH:16]=[C:17]([N:19]5[CH:20]=[CH:21][CH:22]=[CH:23]5)[CH:18]=4)[CH:11]=[N:12][C:8]=3[CH:7]=2)=[CH:4][N:3]=[CH:2]1. Procedure: The compound was prepared from the compound of Example 106 using the procedures of Example 107 and cyclopropane sulfonyl chloride. 1H NMR (300 MHz, DMSO-d6): δ 10.35 (s, 1H), 8.87 (s, 1H), 8.52 (s, 1H), 8.22 (s, 1H), 7.82 (d, 3H), 7.74-7.35 (m, 1H), 7.5-7.45 (m, 4H), 6.39 (t, 2H), 3.04-2.95 (m, 1H), 1.08-1.07 (m, 4H); LC-MS (ESI): Calculated mass: 445.49; Observed mass: 446.1 [M+H]+ (rt: 1.43 min). Reactants: CCC(CC)(c1ccc(C#CC2(O[Si](C)(C)C)CCOCC2)c(C)c1)c1ccc(-c2ccc(CC(=O)OC)cc2)c(C)c1, CCCC[N+](CCCC)(CCCC)CCCC, CCOC(C)=O, [F-], C1CCOC1. Yields the product CCC(CC)(c1ccc(C#CC2(O)CCOCC2)c(C)c1)c1ccc(-c2ccc(CC(=O)OC)cc2)c(C)c1. RXN SMILES: [CH3:19][O:20][C:21]([CH2:22][c:23]1[cH:24][cH:25][c:26](-[c:29]2[c:30]([CH3:60])[cH:31][c:32]([C:35]([CH2:36][CH3:37])([c:38]3[cH:39][c:40]([CH3:57])[c:41]([C:44]#[C:45][C:46]4([O:52][Si:53]([CH3:54])([CH3:55])[CH3:56])[CH2:47][CH2:48][O:49][CH2:50][CH2:51]4)[cH:42][cH:43]3)[CH2:58][CH3:59])[cH:33][cH:34]2)[cH:27][cH:28]1)=[O:61].[CH3:2][CH2:3][CH2:4][CH2:5][N+:6]([CH2:7][CH2:8][CH2:9][CH3:10])([CH2:11][CH2:12][CH2:13][CH3:14])[CH2:15][CH2:16][CH2:17][CH3:18].[CH3:67][CH2:68][O:69][C:70](=[O:71])[CH3:72].[F-:1].[O:62]1[CH2:63][CH2:64][CH2:65][CH2:66]1>>[CH3:19][O:20][C:21]([CH2:22][c:23]1[cH:24][cH:25][c:26](-[c:29]2[c:30]([CH3:60])[cH:31][c:32]([C:35]([CH2:36][CH3:37])([c:38]3[cH:39][c:40]([CH3:57])[c:41]([C:44]#[C:45][C:46]4([OH:52])[CH2:47][CH2:48][O:49][CH2:50][CH2:51]4)[cH:42][cH:43]3)[CH2:58][CH3:59])[cH:33][cH:34]2)[cH:27][cH:28]1)=[O:61]. Starting materials: O=C([O-])[O-], CC#N, ClCc1ccc(Cl)nc1, [K+], [K+], c1c[nH]cn1. Product: Clc1ccc(Cn2ccnc2)cn1. RXN SMILES: [C:15](=[O:16])([O-:17])[O-:18].[CH3:21][C:22]#[N:23].[Cl:1][c:2]1[n:3][cH:4][c:5]([CH2:8][Cl:9])[cH:6][cH:7]1.[K+:19].[K+:20].[nH:10]1[cH:11][n:12][cH:13][cH:14]1>>[Cl:1][c:2]1[n:3][cH:4][c:5]([CH2:8][n:10]2[cH:11][n:12][cH:13][cH:14]2)[cH:6][cH:7]1. Starting materials: C(C)(=O)NC=1C(=C(C(=C(C(=O)N(CCO)CCO)C1I)I)C(=O)N(CCO)CCO)I (5-Acetylamino-N,N,N′,N′-tetrakis-(2-hydroxy-ethyl)-2,4,6-triiodo-isophthalamide), [OH-].[K+] (potassium hydroxide), [OH-].[K+] (potassium hydroxide), O1C(C1)CCCCC1OC1 (2-(4-oxiran-2-ylbutyl)oxirane), B(O)(O)O (boric acid), B(O)(O)O (boric acid). The solvent is CO (methanol), O (water). Run at time 20 hour. Product: OC(CN(C(C)=O)C=1C(=C(C(=C(C(=O)N(CCO)CCO)C1I)I)C(=O)N(CCO)CCO)I)CCCCC(CN(C(C)=O)C=1C(=C(C(=C(C(=O)N(CCO)CCO)C1I)I)C(=O)N(CCO)CCO)I)O (5,5′-(2,7-dihydroxyoctane-1,8-diyl)bis(acetylazanediyl)bis(N1,N1,N3, N3-tetrakis(2-hydroxyethyl)-2,4,6-triiodoisophthalamide)). RXN SMILES: [C:1]([NH:4][C:5]1[C:6]([I:31])=[C:7]([C:22]([N:24]([CH2:28][CH2:29][OH:30])[CH2:25][CH2:26][OH:27])=[O:23])[C:8]([I:21])=[C:9]([C:19]=1[I:20])[C:10]([N:12]([CH2:16][CH2:17][OH:18])[CH2:13][CH2:14][OH:15])=[O:11])(=[O:3])[CH3:2].[OH-:32].[K+].B(O)(O)O.[O:38]1[CH2:40][CH:39]1[CH2:41][CH2:42][CH2:43][CH2:44][CH:45]1[CH2:47][O:46]1>CO.O>[OH:38][CH:39]([CH2:41][CH2:42][CH2:43][CH2:44][CH:45]([OH:46])[CH2:47][N:4]([C:5]1[C:19]([I:20])=[C:9]([C:10]([N:12]([CH2:13][CH2:14][OH:15])[CH2:16][CH2:17][OH:18])=[O:11])[C:8]([I:21])=[C:7]([C:6]=1[I:31])[C:22]([N:24]([CH2:25][CH2:26][OH:27])[CH2:28][CH2:29][OH:30])=[O:23])[C:1](=[O:32])[CH3:2])[CH2:40][N:4]([C:5]1[C:19]([I:20])=[C:9]([C:10]([N:12]([CH2:13][CH2:14][OH:15])[CH2:16][CH2:17][OH:18])=[O:11])[C:8]([I:21])=[C:7]([C:6]=1[I:31])[C:22]([N:24]([CH2:25][CH2:26][OH:27])[CH2:28][CH2:29][OH:30])=[O:23])[C:1](=[O:3])[CH3:2] |f:1.2|. Procedure: 5-Acetylamino-N,N,N′,N′-tetrakis-(2-hydroxy-ethyl)-2,4,6-triiodo-isophthalamide (5 g, 6.45 mmol) was added to a stirring solution of potassium hydroxide (0.54 g, 6.5 mmol) in a mixture of methanol (3.5 ml) and water (3.5 ml). To the clear and slightly yellow solution which was obtained was added boric acid (0.35 g, 5.6 mmol). The pH was continuously maintained at pH 12.6 by addition of potassium hydroxide (10 M) and then 2-(4-oxiran-2-ylbutyl)oxirane (0.32 g, 2.24 mmol) was added. The pH of the ... Starting materials: O=C([O-])O, CC(C)(C=O)c1cccc(OCc2ccccc2)c1, CCO, [H][H], [Na+], O. Product: CC(C)(C=O)c1cccc(O)c1. Reaction SMILES: [C:21](=[O:22])([OH:23])[O-:24].[CH2:1]([c:2]1[cH:3][cH:4][cH:5][cH:6][cH:7]1)[O:8][c:9]1[cH:10][c:11]([C:15]([CH:16]=[O:17])([CH3:18])[CH3:19])[cH:12][cH:13][cH:14]1.[CH3:28][CH2:29][OH:30].[H:26][H:27].[Na+:25].[OH2:20]>>[OH:8][c:9]1[cH:10][c:11]([C:15]([CH:16]=[O:17])([CH3:18])[CH3:19])[cH:12][cH:13][cH:14]1. The reactants are FCC1(CN(CC1)[C@@H](C(F)(F)F)C=1C=NC(=CC1)NN)NC(OC(C)(C)C)=O (tert-butyl 3-(fluoromethyl)-1-((R)-2,2,2-trifluoro-1-(6-hydrazinylpyridin-3-yl)ethyl)pyrrolidin-3-ylcarbamate), C(C)(C)OC=1C=CC=C2C=CC(=NC12)C=O (8-isopropoxyquinoline-2-carbaldehyde). The product is FCC1(CN(CC1)[C@@H](C(F)(F)F)C=1C=CC=2N(C1)C(=NN2)C2=NC1=C(C=CC=C1C=C2)OC(C)C)NC(OC(C)(C)C)=O (tert-butyl 3-(fluoromethyl)-1-((R)-2,2,2-trifluoro-1-(3-(8-isopropoxyquinolin-2-yl)-[1,2,4]triazolo[4,3-a]pyridin-6-yl)ethyl)pyrrolidin-3-ylcarbamate). As a reaction SMILES: [F:1][CH2:2][C:3]1([NH:21][C:22](=[O:28])[O:23][C:24]([CH3:27])([CH3:26])[CH3:25])[CH2:7][CH2:6][N:5]([C@H:8]([C:13]2[CH:14]=[N:15][C:16]([NH:19][NH2:20])=[CH:17][CH:18]=2)[C:9]([F:12])([F:11])[F:10])[CH2:4]1.[CH:29]([O:32][C:33]1[CH:34]=[CH:35][CH:36]=[C:37]2[C:42]=1[N:41]=[C:40]([CH:43]=O)[CH:39]=[CH:38]2)([CH3:31])[CH3:30]>>[F:1][CH2:2][C:3]1([NH:21][C:22](=[O:28])[O:23][C:24]([CH3:25])([CH3:27])[CH3:26])[CH2:7][CH2:6][N:5]([C@H:8]([C:13]2[CH:18]=[CH:17][C:16]3[N:15]([C:43]([C:40]4[CH:39]=[CH:38][C:37]5[C:42](=[C:33]([O:32][CH:29]([CH3:31])[CH3:30])[CH:34]=[CH:35][CH:36]=5)[N:41]=4)=[N:20][N:19]=3)[CH:14]=2)[C:9]([F:12])([F:10])[F:11])[CH2:4]1. Procedure details: Prepared as described in Example 9B using tert-butyl 3-(fluoromethyl)-1-((R)-2,2,2-trifluoro-1-(6-hydrazinylpyridin-3-yl)ethyl)pyrrolidin-3-ylcarbamate in place of tert-butyl (S)-1-((R)-2,2,2-trifluoro-1-(6-hydrazinylpyridin-3-yl)ethyl)pyrrolidine-3-ylcarbamate and substituting 8-isopropoxyquinoline-2-carbaldehyde in Step F. LCMS APCI (+) m/z 603 (M+H). Reaction SMILES: [CH:1]1([C:4](=[O:5])[NH:6][c:7]2[c:8]([CH:13]3[NH:14][c:15]4[cH:16][cH:17][c:18]([C:25](=[O:26])[O:27][CH3:28])[cH:19][c:20]4[CH2:21][C:22]3([CH3:23])[CH3:24])[cH:9][cH:10][cH:11][cH:12]2)[CH2:2][CH2:3]1.[Na+:30].[O:31]1[CH2:32][CH2:33][CH2:34][CH2:35]1.[OH-:29]>>[CH:1]1([C:4](=[O:5])[NH:6][c:7]2[c:8]([CH:13]3[NH:14][c:15]4[cH:16][cH:17][c:18]([C:25](=[O:26])[OH:27])[cH:19][c:20]4[CH2:21][C:22]3([CH3:23])[CH3:24])[cH:9][cH:10][cH:11][cH:12]2)[CH2:2][CH2:3]1. The reactants are COC(=O)c1ccc2c(c1)CC(C)(C)C(c1ccccc1NC(=O)C1CC1)N2, [Na+], C1CCOC1, [OH-]. Product: CC1(C)Cc2cc(C(=O)O)ccc2NC1c1ccccc1NC(=O)C1CC1.